This data is from the Open Reaction Database (ORD), a public repository of structured organic reaction records. The task is: describe an organic reaction: reactants, conditions, products, and yield Reactants: CI (methyl iodide), CC1(N=C(OC1)C1=CC=C(C=C1)C(F)(F)F)C (4,5-Dihydro-4,4-dimethyl-2-[4-trifluoromethylphenyl]oxazole), C(CCC)[Li] (n-butyllithium), solution. The solvent is O1CCCC1 (tetrahydrofuran), hexanes. Conditions: temperature -65 celsius, time 1 hour. The product is CC1(N=C(OC1)C1=C(C=C(C=C1)C(F)(F)F)C)C (4,5-Dihydro-4,4-dimethyl-2-[2-methyl-4-[trifluoromethyl]phenyl]oxazole). RXN SMILES: [CH3:1][C:2]1([CH3:17])[CH2:6][O:5][C:4]([C:7]2[CH:12]=[CH:11][C:10]([C:13]([F:16])([F:15])[F:14])=[CH:9][CH:8]=2)=[N:3]1.[CH2:18]([Li])CCC.CI>O1CCCC1>[CH3:1][C:2]1([CH3:17])[CH2:6][O:5][C:4]([C:7]2[CH:8]=[CH:9][C:10]([C:13]([F:16])([F:14])[F:15])=[CH:11][C:12]=2[CH3:18])=[N:3]1. Procedure details: To a solution of the product from step (i) (9.5 g) in tetrahydrofuran (40ml) at -60° C. was added n-butyllithium (17 ml of a 2.5M solution in hexanes) dropwise. The mixture was stirred at -65° C. for 1 hour and methyl iodide (12 ml) was added. The mixture was stirred at room temperature for 1 hour and quenched with brine. The organic phase was dried (MgSO4) and evaporated. Yield 9.56 g. Used directly in the next step. Starting materials: COC(CC1=C(C=CC=C1)C#CC1=NC(=NC=C1C(F)(F)F)NC1=CC=C(C=C1)C1CN(CC1)C(=O)OC(C)(C)C)=O (tert-butyl 3-(4-((4-((2-(2-methoxy-2-oxoethyl)phenyl)ethynyl)-5-(trifluoromethyl)pyrimidin-2-yl)amino)phenyl)pyrrolidine-1-carboxylate). Reagents/catalysts: [Pd] (Pd/C), [Pd] (Pd/C). Solvent: CN(C)C=O.CCO (DMF EtOH), CN(C)C=O (DMF), CCO (EtOH), CN(C)C=O (DMF). Reaction conditions: time 24 hour. Product: COC(CC1=C(CCC2=NC(=NC=C2C(F)(F)F)NC2=CC=C(C=C2)C2CN(CC2)C(=O)OC(C)(C)C)C=CC=C1)=O (tert-Butyl 3-(4-((4-(2-(2-methoxy-2-oxoethyl)phenethyl)-5-(trifluoromethyl)pyrimidin-2-yl)amino)phenyl)pyrrolidine-1-carboxylate). Isolated yield 23.8%. As a reaction SMILES: [CH3:1][O:2][C:3](=[O:42])[CH2:4][C:5]1[CH:10]=[CH:9][CH:8]=[CH:7][C:6]=1[C:11]#[C:12][C:13]1[C:18]([C:19]([F:22])([F:21])[F:20])=[CH:17][N:16]=[C:15]([NH:23][C:24]2[CH:29]=[CH:28][C:27]([CH:30]3[CH2:34][CH2:33][N:32]([C:35]([O:37][C:38]([CH3:41])([CH3:40])[CH3:39])=[O:36])[CH2:31]3)=[CH:26][CH:25]=2)[N:14]=1>CCO.CN(C=O)C.CN(C=O)C.CCO.[Pd]>[CH3:1][O:2][C:3](=[O:42])[CH2:4][C:5]1[CH:10]=[CH:9][CH:8]=[CH:7][C:6]=1[CH2:11][CH2:12][C:13]1[C:18]([C:19]([F:21])([F:22])[F:20])=[CH:17][N:16]=[C:15]([NH:23][C:24]2[CH:29]=[CH:28][C:27]([CH:30]3[CH2:34][CH2:33][N:32]([C:35]([O:37][C:38]([CH3:40])([CH3:41])[CH3:39])=[O:36])[CH2:31]3)=[CH:26][CH:25]=2)[N:14]=1 |f:3.4|. Procedure: A solution of tert-butyl 3-(4-((4-((2-(2-methoxy-2-oxoethyl)phenyl)ethynyl)-5-(trifluoromethyl)pyrimidin-2-yl)amino)phenyl)pyrrolidine-1-carboxylate (I138) (0.527 g, 0.906 mmol) in EtOH (10 mL) was added to a solution of 10% Pd/C (0.500 g) in DMF (6 mL). The reaction was stirred at room temperature for 24 hours under an atmosphere of hydrogen. The reaction was filtered through a pad of celite and washed through with EtOAc (80 mL). The solvent was removed in vacuo to afford a yellow oil. This was... Reactants: Clc1ccc(Br)nc1, C1CCOC1, CN(C)C=O. The product is O=Cc1ccc(Cl)cn1. As a reaction SMILES: [Br:1][c:2]1[n:3][cH:4][c:5]([Cl:8])[cH:6][cH:7]1.[CH2:14]1[O:15][CH2:16][CH2:17][CH2:18]1.[O:9]=[CH:10][N:11]([CH3:12])[CH3:13]>>[c:2]1([CH:10]=[O:9])[n:3][cH:4][c:5]([Cl:8])[cH:6][cH:7]1.